This data is from the Open Reaction Database (ORD), a public repository of structured organic reaction records. The task is: describe an organic reaction: reactants, conditions, products, and yield Starting materials: NN1C=NN=C1 (4-amino-1,2,4-triazole), didecyl aldehyde, C=1(C(=CC=CC1)C)C (xylene). The solvent is O (water). Product: C(CCCCCCCCCCC)=C1NN=CN1N (Dodecylidene-4-Amino-1,2,4-Triazole). Reaction SMILES: [NH2:1][N:2]1[CH:6]=[N:5][N:4]=[CH:3]1.[C:7]1([CH3:14])[C:8]([CH3:13])=[CH:9][CH:10]=[CH:11][CH:12]=1>O>[CH:8](=[C:6]1[N:2]([NH2:1])[CH:3]=[N:4][NH:5]1)[CH2:7][CH2:12][CH2:11][CH2:13][CH2:8][CH2:9][CH2:10][CH2:11][CH2:12][CH2:7][CH3:14]. Reported procedure: 4-amino-1,2,4-triazole (8.4g.), didecyl aldehyde (18.4g.) and xylene (125 ml.) were heated in a Dean Stack apparatus until the evolution of water ceased. Concentration on the rotary afforded the product as a viscous oil which solidified upon cooling. Yield = 25g. m.p. 40°-3°.